From a dataset of the Open Reaction Database (ORD), a public repository of structured organic reaction records. describe an organic reaction: reactants, conditions, products, and yield Reactants: C1CCOC1, O=C(Cl)c1cc(Cl)cc(Cl)c1, ClCCl, CC(C)C(=O)Nc1cccc(C2CCN(CCCCN)CC2)c1. Product: CC(C)C(=O)Nc1cccc(C2CCN(CCCCNC(=O)c3cc(Cl)cc(Cl)c3)CC2)c1. RXN SMILES: [CH2:35]1[O:36][CH2:37][CH2:38][CH2:39]1.[Cl:24][c:25]1[cH:26][c:27]([C:28](=[O:29])[Cl:30])[cH:31][c:32]([Cl:34])[cH:33]1.[Cl:40][CH2:41][Cl:42].[NH2:1][CH2:2][CH2:3][CH2:4][CH2:5][N:6]1[CH2:7][CH2:8][CH:9]([c:12]2[cH:13][c:14]([NH:18][C:19]([CH:20]([CH3:21])[CH3:22])=[O:23])[cH:15][cH:16][cH:17]2)[CH2:10][CH2:11]1>>[NH:1]([CH2:2][CH2:3][CH2:4][CH2:5][N:6]1[CH2:7][CH2:8][CH:9]([c:12]2[cH:13][c:14]([NH:18][C:19]([CH:20]([CH3:21])[CH3:22])=[O:23])[cH:15][cH:16][cH:17]2)[CH2:10][CH2:11]1)[C:28]([c:27]1[cH:26][c:25]([Cl:24])[cH:33][c:32]([Cl:34])[cH:31]1)=[O:29]. Starting materials: C(C)(C)(C)OC(=O)N1CC(C1)N[C@@H]1CN(CC1)C(=O)OCC1=CC=CC=C1 ((S)-Benzyl 3-((1-(tert-butoxycarbonyl)azetidin-3-yl)amino)pyrrolidine-1-carboxylate), [H][H] (hydrogen). The reagents and catalysts are [Pd] (Pd/C). Solvent: CCO (EtOH). Yields the product C(C)(C)(C)OC(=O)N1CC(C1)N[C@@H]1CNCC1 ((S)-tert-Butyl-3-(pyrrolidin-3-ylamino)azetidine-1-carboxylate). Yield: 98.8%. As a reaction SMILES: [C:1]([O:5][C:6]([N:8]1[CH2:11][CH:10]([NH:12][C@H:13]2[CH2:17][CH2:16][N:15](C(OCC3C=CC=CC=3)=O)[CH2:14]2)[CH2:9]1)=[O:7])([CH3:4])([CH3:3])[CH3:2].[H][H]>CCO.[Pd]>[C:1]([O:5][C:6]([N:8]1[CH2:9][CH:10]([NH:12][C@H:13]2[CH2:17][CH2:16][NH:15][CH2:14]2)[CH2:11]1)=[O:7])([CH3:4])([CH3:2])[CH3:3]. Reported procedure: A solution of compound 5b (1.3 g, 3.46 mmol), 10% Pd/C (200 mg) in EtOH (50 mL) was hydrogenated under 40 psi hydrogen pressure in a Parr apparatus for 4.5 h. The reaction was filtered through a pad of diatomaceous earth and the organic solution was concentrated and dried under vacuum to give compound 5c as a thick oil (0.825 g). 1H NMR (300 MHz, CDCl3): δ 4.10 (m, 2H), 3.64-3.55 (m, 3H), 3.23 (m, 1H), 3.05 (m, 1H), 2.97-2.85 (m, 2H), 2.68 (m, 1H), 1.97 (m, 1H), 1.51 (m, 1H), 1.43 (s, 9H). The reactants are CC(=O)O[BH-](OC(C)=O)OC(C)=O, COc1ccccc1C=O, CC(=O)O, Nc1cc(-c2ccccc2)c2cc(Cl)ccc2n1, ClCCl, [Na+]. Product: COc1ccccc1CNc1cc(-c2ccccc2)c2cc(Cl)ccc2n1. As a reaction SMILES: [C:33]([O:34][BH-:35]([O:36][C:37](=[O:38])[CH3:39])[O:40][C:41](=[O:42])[CH3:43])(=[O:44])[CH3:45].[CH3:19][O:20][c:21]1[c:22]([CH:23]=[O:24])[cH:25][cH:26][cH:27][cH:28]1.[CH3:29][C:30](=[O:31])[OH:32].[Cl:1][c:2]1[cH:3][c:4]2[c:5](-[c:13]3[cH:14][cH:15][cH:16][cH:17][cH:18]3)[cH:6][c:7]([NH2:12])[n:8][c:9]2[cH:10][cH:11]1.[Cl:47][CH2:48][Cl:49].[Na+:46]>>[Cl:1][c:2]1[cH:3][c:4]2[c:5](-[c:13]3[cH:14][cH:15][cH:16][cH:17][cH:18]3)[cH:6][c:7]([NH:12][CH2:23][c:22]3[c:21]([O:20][CH3:19])[cH:28][cH:27][cH:26][cH:25]3)[n:8][c:9]2[cH:10][cH:11]1.